From a dataset of the Open Reaction Database (ORD), a public repository of structured organic reaction records. describe an organic reaction: reactants, conditions, products, and yield Reactants: NC=1SC(=NN1)C (2-Amino-5-methyl-1,3,4-thiadiazole), C(C)(=O)NC1=CC=C(S(=O)(=O)Cl)C=C1 (N-Acetylsulfanilyl chloride), Cl (HCl). Solvent: N1=CC=CC=C1 (pyridine). Conditions: temperature 95 celsius, time 1 hour. The product is CC1=NN=C(S1)NS(=O)(=O)C1=CC=C(C=C1)NC(C)=O (N-(4-(N-(5-Methyl-1,3,4-thiadiazol-2-yl)sulfamoyl)phenyl)acetamide). Isolated yield 91.4%. As a reaction SMILES: [NH2:1][C:2]1[S:3][C:4]([CH3:7])=[N:5][N:6]=1.[C:8]([NH:11][C:12]1[CH:21]=[CH:20][C:15]([S:16](Cl)(=[O:18])=[O:17])=[CH:14][CH:13]=1)(=[O:10])[CH3:9].Cl>N1C=CC=CC=1>[CH3:7][C:4]1[S:3][C:2]([NH:1][S:16]([C:15]2[CH:14]=[CH:13][C:12]([NH:11][C:8](=[O:10])[CH3:9])=[CH:21][CH:20]=2)(=[O:18])=[O:17])=[N:6][N:5]=1. Procedure details: 2-Amino-5-methyl-1,3,4-thiadiazole (250 mg, 2.19 mmol) was suspended in pyridine (0.5 mL). N-Acetylsulfanilyl chloride (410 mg, 1.75 mmol) was added slowly at 0° C. The reaction mixture was then heated to 95° C. and was stirred for 1 h. The reaction mixture was then added to aqueous 3N HCl and the mixture extracted with ethyl acetate. The organic extracts were washed with water (3×20 mL), brine (3×20 mL), dried over anhydrous Na2SO4, filtered, and volatiles evaporated. The residue was crystalliz... The reactants are N([C@@H](CC(C)C)C(=O)O)C(=O)OC(C)(C)C (Boc-Leu), C=O (formaldehyde), N[C@@H](CC(C)C)C(=O)O (Leu). The product is N([C@@H](CC(C)C)C(=O)O)C(=O)OC(C)(C)C (Boc-Leu), CC(C)(C)OC(=O)N[C@@H](CC1=CC=2C=CC=CC2N1)C(=O)O (Boc-Trp), N([C@@H](CC(C)C)C=O)C(=O)OC(C)(C)C (Boc-Leu-CHO). As a reaction SMILES: [NH2:1][C@H:2]([C:7](O)=O)[CH2:3][CH:4]([CH3:6])C.[NH:10]([C:19]([O:21][C:22]([CH3:25])([CH3:24])[CH3:23])=[O:20])[C@H:11]([C:16]([OH:18])=[O:17])[CH2:12][CH:13]([CH3:15])[CH3:14].[CH2:26]=O>>[NH:10]([C:19]([O:21][C:22]([CH3:24])([CH3:23])[CH3:25])=[O:20])[C@H:11]([C:16]([OH:18])=[O:17])[CH2:12][CH:13]([CH3:15])[CH3:14].[CH3:25][C:22]([O:21][C:19]([NH:10][C@H:11]([C:16]([OH:18])=[O:17])[CH2:12][C:13]1[NH:1][C:2]2[CH:3]=[CH:4][CH:6]=[CH:26][C:7]=2[CH:15]=1)=[O:20])([CH3:23])[CH3:24].[NH:10]([C:19]([O:21][C:22]([CH3:24])([CH3:23])[CH3:25])=[O:20])[C@H:11]([CH:16]=[O:17])[CH2:12][CH:13]([CH3:15])[CH3:14]. Procedure: Leu-psi -Tpi-BHA resin is made by reacting Boc-Leu-psi -Trp-BHA resin with formaldehyde in accordance with the procedures as follows: Boc-Leu-psi -Trp-BHA resin is obtained from 1.0 g BHA resin (0.9 m mode NH2 g) with coupling Boc-Trp and Boc-Leu-CHO successively by the method indicated in Operation I and Operation II. 10 ml. DMF containing 1% acetic acid is added to the above peptide resin and then reacted with 1 ml 10% formaldehyde at room temperature for 60 minutes and washed with DMF, MeOH a...